The task is: describe an organic reaction: reactants, conditions, products, and yield. This data is from the Open Reaction Database (ORD), a public repository of structured organic reaction records. The reactants are COC(=O)C1CC(S(C)(=O)=O)CN1c1cc(C)nn1Cc1ccccc1, [Li+], [OH-]. Product: Cc1cc(N2CC(S(C)(=O)=O)CC2C(=O)O)n(Cc2ccccc2)n1. Reaction SMILES: [CH3:1][O:2][C:3](=[O:4])[CH:5]1[N:6]([c:14]2[n:15]([CH2:20][c:21]3[cH:22][cH:23][cH:24][cH:25][cH:26]3)[n:16][c:17]([CH3:19])[cH:18]2)[CH2:7][CH:8]([S:10](=[O:11])(=[O:12])[CH3:13])[CH2:9]1.[Li+:27].[OH-:28]>>[O:2]=[C:3]([OH:4])[CH:5]1[N:6]([c:14]2[n:15]([CH2:20][c:21]3[cH:22][cH:23][cH:24][cH:25][cH:26]3)[n:16][c:17]([CH3:19])[cH:18]2)[CH2:7][CH:8]([S:10](=[O:11])(=[O:12])[CH3:13])[CH2:9]1.